From a dataset of the Open Reaction Database (ORD), a public repository of structured organic reaction records. describe an organic reaction: reactants, conditions, products, and yield Reaction SMILES: [CH2:1]([NH:3][C:4](=[O:11])[NH:5][O:6][CH2:7][C:8]([OH:10])=O)[CH3:2].[NH2:12][C@@H:13]([CH2:37][C:38]1[CH:43]=[CH:42][C:41]([O:44][C:45]([CH3:48])([CH3:47])[CH3:46])=[CH:40][CH:39]=1)[C:14]([N:16]([C@@H:28]([CH3:36])[CH:29]([O:33][CH2:34][CH3:35])[O:30][CH2:31][CH3:32])[CH2:17][C:18]1[C:27]2[C:22](=[CH:23][CH:24]=[CH:25][CH:26]=2)[CH:21]=[CH:20][CH:19]=1)=[O:15]>>[C:45]([O:44][C:41]1[CH:40]=[CH:39][C:38]([CH2:37][C@H:13]([NH:12][C:8](=[O:10])[CH2:7][O:6][NH:5][C:4]([NH:3][CH2:1][CH3:2])=[O:11])[C:14]([N:16]([C@@H:28]([CH3:36])[CH:29]([O:33][CH2:34][CH3:35])[O:30][CH2:31][CH3:32])[CH2:17][C:18]2[C:27]3[C:22](=[CH:23][CH:24]=[CH:25][CH:26]=3)[CH:21]=[CH:20][CH:19]=2)=[O:15])=[CH:43][CH:42]=1)([CH3:48])([CH3:46])[CH3:47]. Yields the product C(C)(C)(C)OC1=CC=C(C=C1)C[C@@H](C(=O)N(CC1=CC=CC2=CC=CC=C12)[C@H](C(OCC)OCC)C)NC(CONC(=O)NCC)=O (1-(2-((S)-3-(4-tert-butoxyphenyl)-1-(((S)-1,1-diethoxypropan-2-yl)(naphthalen-1-ylmethyl)amino)-1-oxopropan-2-ylamino)-2-oxoethoxy)-3-ethylurea). Reported procedure: According to the procedure described in the synthesis method of Compound II-15, 2-(3-ethylureidooxy)acetic acid (Compound VI-13) 48 mg (0.30 mmol) was coupled with (S)-2-amino-3-(4-tert-butoxyphenyl)-N—((S)-1,1-diethoxypropan-2-yl)-N-(naphthalen-1-ylmethyl)propanamide (Compound IV-2) 100 mg (0.20 mmol) to obtain the title compound. The reactants are Compound II, C(C)NC(NOCC(=O)O)=O (2-(3-ethylureidooxy)acetic acid), N[C@H](C(=O)N(CC1=CC=CC2=CC=CC=C12)[C@H](C(OCC)OCC)C)CC1=CC=C(C=C1)OC(C)(C)C ((S)-2-amino-3-(4-tert-butoxyphenyl)-N—((S)-1,1-diethoxypropan-2-yl)-N-(naphthalen-1-ylmethyl)propanamide). Starting materials: CN(C)c1ccncc1, COc1cc2nccc(Cl)c2cc1OC, Clc1ccccc1Cl, O, Oc1cc2ccccc2cc1O. Product: COc1cc2nccc(Oc3cc4ccccc4cc3O)c2cc1OC. As a reaction SMILES: [CH3:29][N:30]([CH3:31])[c:32]1[cH:33][cH:34][n:35][cH:36][cH:37]1.[Cl:13][c:14]1[cH:15][cH:16][n:17][c:18]2[cH:19][c:20]([O:26][CH3:27])[c:21]([O:24][CH3:25])[cH:22][c:23]12.[Cl:38][c:39]1[cH:40][cH:41][cH:42][cH:43][c:44]1[Cl:45].[OH2:28].[OH:1][c:2]1[cH:3][c:4]2[cH:5][cH:6][cH:7][cH:8][c:9]2[cH:10][c:11]1[OH:12]>>[O:1]([c:2]1[cH:3][c:4]2[cH:5][cH:6][cH:7][cH:8][c:9]2[cH:10][c:11]1[OH:12])[c:14]1[cH:15][cH:16][n:17][c:18]2[cH:19][c:20]([O:26][CH3:27])[c:21]([O:24][CH3:25])[cH:22][c:23]12. The reactants are COC(C=CC=1C=CC=2N(C1)C(=CN2)C2=C(C(=CC(=C2)C(C)C)C(C)C)OCC)=O (3-[3-(2-ethoxy-3,5-diisopropyl-phenyl)-imidazo[1,2-a]pyridin-6-yl]-acrylic acid methyl ester), [Cl-].[NH4+] (ammonium chloride). Solvent: CO (MeOH), [OH-].[Na+] (NaOH). The product is C(C)OC1=C(C=C(C=C1C(C)C)C(C)C)C1=CN=C2N1C=C(C=C2)C=CC(=O)O (3-[3-(2-ethoxy-3,5-diisopropyl-phenyl)-imidazo[1,2-a]pyridin-6-yl]-acrylic acid). Yield: 23.3%. RXN SMILES: C[O:2][C:3](=[O:30])[CH:4]=[CH:5][C:6]1[CH:7]=[CH:8][C:9]2[N:10]([C:12]([C:15]3[CH:20]=[C:19]([CH:21]([CH3:23])[CH3:22])[CH:18]=[C:17]([CH:24]([CH3:26])[CH3:25])[C:16]=3[O:27][CH2:28][CH3:29])=[CH:13][N:14]=2)[CH:11]=1.[Cl-].[NH4+]>CO.[OH-].[Na+]>[CH2:28]([O:27][C:16]1[C:17]([CH:24]([CH3:26])[CH3:25])=[CH:18][C:19]([CH:21]([CH3:23])[CH3:22])=[CH:20][C:15]=1[C:12]1[N:10]2[CH:11]=[C:6]([CH:5]=[CH:4][C:3]([OH:30])=[O:2])[CH:7]=[CH:8][C:9]2=[N:14][CH:13]=1)[CH3:29] |f:1.2,4.5|. Reported procedure: A solution of 3-[3-(2-ethoxy-3,5-diisopropyl-phenyl)-imidazo[1,2-a]pyridin-6-yl]-acrylic acid methyl ester (288 mg, 0.71 mmol) in MeOH (5 ml) and 1N NaOH (5 ml) was heated to 40° C. for 2 h. The reaction was cooled, then brought to pH 7.5 with solid ammonium chloride and extracted with ethyl acetate (2×10 mL). The combined organic layers were then dried over MgSO4 and evaporated to a residue. The residue was purified by silica gel chromatography (10% MeOH in dichloromethane) to give 3-[3-(2-etho... Starting materials: C1(=CC=CC=C1)C(C(=O)O)C (2-phenylpropionic acid), C(C)O (ethanol), C(C)O (ethanol), Cl (HCl). Run at time 60 hour. Product: C1(=CC=CC=C1)C(C(=O)OCC)C (ethyl 2-phenylpropionate). As a reaction SMILES: [C:1]1([CH:7]([CH3:11])[C:8]([OH:10])=[O:9])[CH:6]=[CH:5][CH:4]=[CH:3][CH:2]=1.Cl.[CH2:13](O)[CH3:14]>>[C:1]1([CH:7]([CH3:11])[C:8]([O:10][CH2:13][CH3:14])=[O:9])[CH:6]=[CH:5][CH:4]=[CH:3][CH:2]=1. Procedure: Dissolve 2-phenylpropionic acid (30 g) in 2B ethanol (100 mL and add anhydrous HCl (10 g). Allow to sit for 48-72 hours, evaporate the solvent in vacuo and purify by distillation to give ethyl 2-phenylpropionate (31 g); bp 100 C at 6 mmm.